Dataset: the Open Reaction Database (ORD), a public repository of structured organic reaction records. Task: describe an organic reaction: reactants, conditions, products, and yield Reactants: ClC1=C(C=NC2=CC(=C(C=C12)OC)OCC)C#N (4-chloro-7-ethoxy-6-methoxy-quinoline-3-carbonitrile), NC1=CC=C2C=NNC2=C1 (6-aminoindazole). The solvent is C(C)O (ethanol). Yields the product C(C)OC1=C(C=C2C(=C(C=NC2=C1)C#N)NC1=CC=C2C=NNC2=C1)OC (7-Ethoxy-4-(indazol-6-ylamino)-6-methoxy-quinoline-3-carbonitrile). The yield is 80.0%. As a reaction SMILES: Cl[C:2]1[C:11]2[C:6](=[CH:7][C:8]([O:14][CH2:15][CH3:16])=[C:9]([O:12][CH3:13])[CH:10]=2)[N:5]=[CH:4][C:3]=1[C:17]#[N:18].[NH2:19][C:20]1[CH:28]=[C:27]2[C:23]([CH:24]=[N:25][NH:26]2)=[CH:22][CH:21]=1>C(O)C>[CH2:15]([O:14][C:8]1[CH:7]=[C:6]2[C:11]([C:2]([NH:19][C:20]3[CH:28]=[C:27]4[C:23]([CH:24]=[N:25][NH:26]4)=[CH:22][CH:21]=3)=[C:3]([C:17]#[N:18])[CH:4]=[N:5]2)=[CH:10][C:9]=1[O:12][CH3:13])[CH3:16]. Procedure: A mixture of 500 mg (1.90 mmol) 4-chloro-7-ethoxy-6-methoxy-quinoline-3-carbonitrile, 30 ml ethanol, and 304 mg (2.28 mmol) 6-aminoindazole was heated to reflux under N2. Removed heat at 4 hours and made basic with saturated sodium bicarbonate. Stripped solvents, slurried residue with hexane, collected solids and dried. Washed with water and dried in vacuo, giving 546 mg of tan solid: mass spectrum (electrospray m/e): M+H=359.9. The reactants are N1C=CC=2C1=NC=C(C2)O (1H-Pyrrolo[2,3-b]pyridin-5-ol), C1(CCCC1)O (cyclopentanol). Yields the product C1(CCCC1)OC=1C=C2C(=NC1)NC=C2 (5-cyclopentyloxy-1H-pyrrolo[2,3-b]pyridine). RXN SMILES: [NH:1]1[C:5]2=[N:6][CH:7]=[C:8]([OH:10])[CH:9]=[C:4]2[CH:3]=[CH:2]1.[CH:11]1(O)[CH2:15][CH2:14][CH2:13][CH2:12]1>>[CH:11]1([O:10][C:8]2[CH:9]=[C:4]3[CH:3]=[CH:2][NH:1][C:5]3=[N:6][CH:7]=2)[CH2:15][CH2:14][CH2:13][CH2:12]1. Procedure details: 5-cyclopentyloxy-1H-pyrrolo[2,3-b]pyridine P-0001 was synthesized in one step from 1H-Pyrrolo[2,3-b]pyridin-5-ol 6 and cyclopentanol 7 as shown in Scheme 2. The reactants are CO, O=C(NCCC=Cc1ccccc1Cl)c1ccc(Oc2cc3c(cc2Cl)C(C(=O)[O-])CCO3)cc1, [H][H], [Na+], O=[Pt]=O. The product is O=C(NCCCCc1ccccc1Cl)c1ccc(Oc2cc3c(cc2Cl)C(C(=O)[O-])CCO3)cc1, [Na+]. As a reaction SMILES: [CH3:39][OH:40].[Cl:1][c:2]1[cH:3][c:4]2[c:9]([cH:10][c:11]1[O:12][c:13]1[cH:14][cH:15][c:16]([C:19]([NH:20][CH2:21][CH2:22][CH:23]=[CH:24][c:25]3[c:26]([Cl:31])[cH:27][cH:28][cH:29][cH:30]3)=[O:32])[cH:17][cH:18]1)[O:8][CH2:7][CH2:6][CH:5]2[C:33](=[O:34])[O-:35].[H:37][H:38].[Na+:36].[Pt:41](=[O:42])=[O:43]>>[Cl:1][c:2]1[cH:3][c:4]2[c:9]([cH:10][c:11]1[O:12][c:13]1[cH:14][cH:15][c:16]([C:19]([NH:20][CH2:21][CH2:22][CH2:23][CH2:24][c:25]3[c:26]([Cl:31])[cH:27][cH:28][cH:29][cH:30]3)=[O:32])[cH:17][cH:18]1)[O:8][CH2:7][CH2:6][CH:5]2[C:33](=[O:34])[O-:35].[Na+:36]. The reactants are C1=CCNC1, Cl, O=C(O)c1cccc(-c2cccc3cc(C(=O)NC4CN5CCC4CC5)sc23)c1. Yields the product Cl, O=C(NC1CN2CCC1CC2)c1cc2cccc(-c3cccc(C(=O)N4CC=CC4)c3)c2s1. As a reaction SMILES: [CH2:31]1[NH:32][CH2:33][CH:34]=[CH:35]1.[ClH:1].[N:2]12[CH2:3][CH:4]([NH:10][C:11](=[O:12])[c:13]3[s:14][c:15]4[c:16]([cH:17]3)[cH:18][cH:19][cH:20][c:21]4-[c:22]3[cH:23][c:24]([C:25](=[O:26])[OH:27])[cH:28][cH:29][cH:30]3)[CH:5]([CH2:6][CH2:7]1)[CH2:8][CH2:9]2>>[ClH:1].[N:2]12[CH2:3][CH:4]([NH:10][C:11](=[O:12])[c:13]3[s:14][c:15]4[c:16]([cH:17]3)[cH:18][cH:19][cH:20][c:21]4-[c:22]3[cH:23][c:24]([C:25](=[O:27])[N:32]4[CH2:31][CH:35]=[CH:34][CH2:33]4)[cH:28][cH:29][cH:30]3)[CH:5]([CH2:6][CH2:7]1)[CH2:8][CH2:9]2. Reported procedure: To a mixture of Na2CO3 (53 mg, 0.50 mmol) and Pd(OAc)2 (3 mg, 0.013 mmol) in NMP (0.5 mL) was added i-PrOH (3 drops) and water (2 drops). The mixture was stirred at RT for 5 min. A solution of (R)-tert-butyl 1-(4-(2-bromo-5-fluorobenzyl)-6-methyl-5-oxo-4,5-dihydro-1,2,4-triazin-3-yl)piperidin-3-ylcarbamate (18, 246 mg, 0.496 mmol) in NMP (1.0 mL) was added. The mixture was heated to 140° C. and then K4[Fe(CN)6].3H2O (209 mg, 0.496 mmol) was added. The mixture was heated at 140° C. for 12 h. Afte... Conditions: time 5 minute. Reaction SMILES: C([O-])([O-])=O.[Na+].[Na+].Br[C:8]1[CH:36]=[CH:35][C:34]([F:37])=[CH:33][C:9]=1[CH2:10][N:11]1[C:16](=[O:17])[C:15]([CH3:18])=[N:14][N:13]=[C:12]1[N:19]1[CH2:24][CH2:23][CH2:22][C@@H:21]([NH:25][C:26](=[O:32])[O:27][C:28]([CH3:31])([CH3:30])[CH3:29])[CH2:20]1.[CH3:38][N:39]1C(=O)CCC1>CC(O)C.O.CC([O-])=O.CC([O-])=O.[Pd+2].[C-]#N.[C-]#N.[C-]#N.[C-]#N.[C-]#N.[C-]#N.[K+].[K+].[K+].[K+].[Fe+2]>[C:38]([C:8]1[CH:36]=[CH:35][C:34]([F:37])=[CH:33][C:9]=1[CH2:10][N:11]1[C:16](=[O:17])[C:15]([CH3:18])=[N:14][N:13]=[C:12]1[N:19]1[CH2:24][CH2:23][CH2:22][C@@H:21]([NH:25][C:26](=[O:32])[O:27][C:28]([CH3:31])([CH3:30])[CH3:29])[CH2:20]1)#[N:39] |f:0.1.2,7.8.9,10.11.12.13.14.15.16.17.18.19.20|. The reagents and catalysts are CC(C)O (i-PrOH), O (water), [C-]#N.[C-]#N.[C-]#N.[C-]#N.[C-]#N.[C-]#N.[K+].[K+].[K+].[K+].[Fe+2] (K4[Fe(CN)6]), CC(=O)[O-].CC(=O)[O-].[Pd+2] (Pd(OAc)2). Yields the product C(#N)C1=C(CN2C(=NN=C(C2=O)C)N2C[C@@H](CCC2)NC(OC(C)(C)C)=O)C=C(C=C1)F ((R)-tert-butyl 1-(4-(2-cyano-5-fluorobenzyl)-6-methyl-5-oxo-4,5-dihydro-1,2,4-triazin-3-yl)piperidin-3-ylcarbamate). Starting materials: C(=O)([O-])[O-].[Na+].[Na+] (Na2CO3), CN1CCCC1=O (NMP), BrC1=C(CN2C(=NN=C(C2=O)C)N2C[C@@H](CCC2)NC(OC(C)(C)C)=O)C=C(C=C1)F ((R)-tert-butyl 1-(4-(2-bromo-5-fluorobenzyl)-6-methyl-5-oxo-4,5-dihydro-1,2,4-triazin-3-yl)piperidin-3-ylcarbamate), CN1CCCC1=O (NMP). Run in O (water). Reactants: Cc1ccc(-c2cc(C)n[nH]2)cn1, CC#N, O=C1CCC(=O)N1Cl. Product: Cc1ccc(-c2[nH]nc(C)c2Cl)cn1. Reaction SMILES: [CH3:1][c:2]1[n:3][cH:4][c:5](-[c:8]2[nH:9][n:10][c:11]([CH3:13])[cH:12]2)[cH:6][cH:7]1.[CH3:22][C:23]#[N:24].[Cl:14][N:15]1[C:16](=[O:17])[CH2:18][CH2:19][C:20]1=[O:21]>>[CH3:1][c:2]1[n:3][cH:4][c:5](-[c:8]2[nH:9][n:10][c:11]([CH3:13])[c:12]2[Cl:14])[cH:6][cH:7]1. Yields the product COC(C[C@@H]([C@@H](C(C)C)NC(=O)OC(C)(C)C)O)=O ((3S,4R)-4-tert-Butoxycarbonylamino-3-hydroxy-5-methylhexanoic Acid Methyl Ester), oil. Reactants: COC(CC([C@@H](C(C)C)NC(=O)OC(C)(C)C)=O)=O ((4R)-4-tert-Butoxycarbonylamino-5-methyl-3-oxohexanoic Acid Methyl Ester), [BH4-].[K+] (potassium borohydride). Run in CO (MeOH). RXN SMILES: [CH3:1][O:2][C:3](=[O:19])[CH2:4][C:5](=[O:18])[C@H:6]([NH:10][C:11]([O:13][C:14]([CH3:17])([CH3:16])[CH3:15])=[O:12])[CH:7]([CH3:9])[CH3:8].[BH4-].[K+]>CO>[CH3:1][O:2][C:3](=[O:19])[CH2:4][C@H:5]([OH:18])[C@H:6]([NH:10][C:11]([O:13][C:14]([CH3:17])([CH3:16])[CH3:15])=[O:12])[CH:7]([CH3:9])[CH3:8] |f:1.2|. The yield is 92.0%. Reported procedure: To a solution of methyl ester 45 (2.4 g, 8.70 mmol) in HPLC MeOH (100 mL), cooled to −78° C., potassium borohydride (1.4 g, 26.1 mmol) was added in portions. The reaction mixture was stirred at −78° C. for 10 min, warmed to −20° C. for 30 min and then to 0° C. for 10 min. The reaction was quenched with acetic acid to pH=7 and extracted with CH2Cl2 (3×50 mL). The organic layer was washed with NaHCO3 (50 mL, sat), NaCl (50 mL, sat), dried (Na2SO4), filtered, and evaporated. The alcohol 46 was obta... Run at temperature -78 celsius, time 10 minute. As a reaction SMILES: C(Cl)(=O)C(Cl)=O.[CH3:7][C:8]1[CH:13]=[CH:12][C:11]([C:14]2[O:15][C:16]([CH3:19])=[N:17][N:18]=2)=[CH:10][C:9]=1[C:20]1[CH:25]=[CH:24][C:23]([C:26]([Cl:28])=[O:27])=[CH:22][CH:21]=1.CC1C=CC(C2OC(C)=NN=2)=CC=1C1C=CC(C(O)=O)=CC=1>CN(C=O)C.C(Cl)Cl>[CH3:7][C:8]1[CH:13]=[CH:12][C:11]([C:14]2[O:15][C:16]([CH3:19])=[N:17][N:18]=2)=[CH:10][C:9]=1[C:20]1[CH:25]=[CH:24][C:23]([C:26]([Cl:28])=[O:27])=[CH:22][CH:21]=1 |f:0.1|. Yields the product CC1=C(C=C(C=C1)C=1OC(=NN1)C)C1=CC=C(C=C1)C(=O)Cl (2′-methyl-5′-(5-methyl-1,3,4-oxadiazol-2-yl)-1,1′-biphenyl-4-carbonyl chloride). The yield is 82.7%. Run in C(Cl)Cl (DCM). Run at time 1.5 hour. The reagents and catalysts are CN(C)C=O (DMF). Reported procedure: 2′-Methyl-5′-(5-methyl-1,3,4-oxadiazol-2-yl)-1,1′-biphenyl-4-carbonyl chloride Oxalyl chloride (0.073 ml, 0.82 mmol) was added to a suspension of 2′-methyl-5′-(5-methyl-1,3,4-oxadiazol-2-yl)-1,1′-biphenyl-4-carboxylic acid (200 mg, 0.68 mmol), and DMF (2 drops) in DCM (10 ml) at 0° C. The reaction was stirred at room temperature for 1.5 h and the solvents evaporated under vacuum to give 2′-methyl-5′-(5-methyl-1,3,4-oxadiazol-2-yl)-1,1′-biphenyl-4-carbonyl chloride as a white solid (0.212 g, 100%... The reactants are C(C(=O)Cl)(=O)Cl.CC1=C(C=C(C=C1)C=1OC(=NN1)C)C1=CC=C(C=C1)C(=O)Cl (2′-Methyl-5′-(5-methyl-1,3,4-oxadiazol-2-yl)-1,1′-biphenyl-4-carbonyl chloride Oxalyl chloride), CC1=C(C=C(C=C1)C=1OC(=NN1)C)C1=CC=C(C=C1)C(=O)O (2′-methyl-5′-(5-methyl-1,3,4-oxadiazol-2-yl)-1,1′-biphenyl-4-carboxylic acid). Starting materials: [OH-].[Na+] (sodium hydroxide), BrC1=CC(=C(C=2C(=COC21)C)F)F (7-bromo-4,5-difluoro-3-methyl-1-benzofuran), C1CC(=O)N(C1=O)Br (NBS), [C-]#N.[Na+] (sodium cyanide). Run in C(Cl)(Cl)(Cl)Cl (carbon tetrachloride), O (water). Reaction conditions: temperature 50 celsius, time 30 minute. Product: BrC1=CC(=C(C=2C(=COC21)CC#N)F)F ((7-bromo-4,5-difluoro-1-benzofuran-3-yl)acetonitrile). The yield is 36.0%. As a reaction SMILES: [Br:1][C:2]1[C:10]2[O:9][CH:8]=[C:7]([CH3:11])[C:6]=2[C:5]([F:12])=[C:4]([F:13])[CH:3]=1.C1C(=O)[N:18](Br)[C:16](=O)C1.[C-]#N.[Na+].[OH-].[Na+]>O.C(Cl)(Cl)(Cl)Cl>[Br:1][C:2]1[C:10]2[O:9][CH:8]=[C:7]([CH2:11][C:16]#[N:18])[C:6]=2[C:5]([F:12])=[C:4]([F:13])[CH:3]=1 |f:2.3,4.5|. Procedure: To the compound (98.8 mg, 0.400 mmol) of Step 1 of Example 21, NBS (78.3 mg, 0.440 mmol), and a catalytic amount of BPO, carbon tetrachloride (4 mL) was added, and heated under reflux overnight. The resultant was returned to room temperature, and the solvent was distilled away under reduced pressure. The resulting residue was diluted with dichloromethane, washed with a saturated aqueous sodium hydrogen carbonate solution and saturated brine, and then dried over anhydrous magnesium sulfate. The s...